From a dataset of the Open Reaction Database (ORD), a public repository of structured organic reaction records. describe an organic reaction: reactants, conditions, products, and yield The reactants are C(C)(=O)OC1=C(C(=C(C=C1C)O)C)C (4-acetoxy-2,3,5-trimethylphenol), CC(CO)=C (2-methyl-2-propen-1-ol), C=O (paraformaldehyde), C(CCC)NCCCC (dibutylamine). Run at temperature 150 celsius, time 3 hour. Yields the product desired product, CC1(OC2=C(C(=C(C(=C2CC1C)C)OC(C)=O)C)C)O (2,5,7,8-tetramethyl-6-acetoxy-2-hydroxy-methylchroman). RXN SMILES: [C:1]([O:4][C:5]1[C:10]([CH3:11])=[CH:9][C:8]([OH:12])=[C:7]([CH3:13])[C:6]=1[CH3:14])(=[O:3])[CH3:2].C[C:16](=C)[CH2:17][OH:18].[CH2:20]=O.[CH2:22](NCCCC)[CH2:23]CC>>[CH3:2][C:1]1([OH:3])[CH:22]([CH3:23])[CH2:11][C:10]2[C:5](=[C:6]([CH3:14])[C:7]([CH3:13])=[C:8]([O:12][C:17](=[O:18])[CH3:16])[C:9]=2[CH3:20])[O:4]1. Procedure: A pressure-proof reaction vessel equipped with a stirrer was charged with 17.5 g (0.09 mole) of 4-acetoxy-2,3,5-trimethylphenol, 32.5 g (0.45 mole) of 2-methyl-2-propen-1-ol, 3.7 g (0.099 mole) of 80% paraformaldehyde and 1.2 g (0.009 mole) of dibutylamine, and the mixture was reacted, with stirring, at 150° C. for 3 hours. However, the desired product 2,5,7,8-tetramethyl-6-acetoxy-2-hydroxy-methylchroman could not be obtained at all.